Dataset: the Open Reaction Database (ORD), a public repository of structured organic reaction records. Task: describe an organic reaction: reactants, conditions, products, and yield Reactants: ClCCl, CC(C)CN(OCc1ccccc1)C(=O)OC(C)(C)C, O=C(O)C(F)(F)F. The product is CC(C)CNOCc1ccccc1. RXN SMILES: [CH2:28]([Cl:29])[Cl:30].[CH2:8]([c:9]1[cH:10][cH:11][cH:12][cH:13][cH:14]1)[O:15][N:16]([C:17](=[O:18])[O:19][C:20]([CH3:21])([CH3:22])[CH3:23])[CH2:24][CH:25]([CH3:26])[CH3:27].[OH:1][C:2]([C:3]([F:4])([F:5])[F:6])=[O:7]>>[CH2:8]([c:9]1[cH:10][cH:11][cH:12][cH:13][cH:14]1)[O:15][NH:16][CH2:24][CH:25]([CH3:26])[CH3:27]. The reactants are IC1=CC=C(C=C1)N1C(C=CC=C1)=S (1-(4-iodophenyl)pyridine-2(1H)-thione), CI (CH3I), N#CN (cyanamide), O.NN (hydrazine monohydrate). Run in CC#N (CH3CN), CC#N (CH3CN). Reaction conditions: time 8 hour. Yields the product IC1=CC=C(C=C1)N1\C(\C=CC=C1)=N\C#N ((E)-(1-(4-iodophenyl)pyridin-2(1H)-ylidene)cyanamide). Isolated yield 13.5%. RXN SMILES: [I:1][C:2]1[CH:7]=[CH:6][C:5]([N:8]2[CH:13]=[CH:12][CH:11]=[CH:10][C:9]2=S)=[CH:4][CH:3]=1.CI.[N:17]#[C:18][NH2:19].O.NN>CC#N>[I:1][C:2]1[CH:7]=[CH:6][C:5]([N:8]2[CH:13]=[CH:12][CH:11]=[CH:10]/[C:9]/2=[N:19]\[C:18]#[N:17])=[CH:4][CH:3]=1 |f:3.4|. Procedure: To a solution of 1-(4-iodophenyl)pyridine-2(1H)-thione (180 mg, 0.575 mmol) in CH3CN (15 mL), CH3I (0.50 mL, 8.0 mmol) was added. After being stirred at room temperature overnight, the mixture was concentrated in vacuo to give a solid. The solid was dissolved in CH3CN (5 mL). To the solution, cyanamide (200 mg, 4.76 mmol) and hydrazine monohydrate (0.100 mL, 2.06 mmol) were added. After being stirred at room temperature for 2 h, the mixture was purified by HPLC to give (E)-(1-(4-iodophenyl)pyrid... Starting materials: CC(C)(C)[Si](C)(C)OC1CC(n2ccc3c(NCc4ccccc4)nccc32)OC1CO, NS(=O)(=O)Cl. The product is CC(C)(C)[Si](C)(C)OC1CC(n2ccc3c(NCc4ccccc4)nccc32)OC1COS(N)(=O)=O. As a reaction SMILES: [CH2:1]([c:2]1[cH:3][cH:4][cH:5][cH:6][cH:7]1)[NH:8][c:9]1[n:10][cH:11][cH:12][c:13]2[c:14]1[cH:15][cH:16][n:17]2[CH:18]1[CH2:19][CH:20]([O:25][Si:26]([CH3:27])([CH3:28])[C:29]([CH3:30])([CH3:31])[CH3:32])[CH:21]([CH2:23][OH:24])[O:22]1.[Cl:33][S:34](=[O:35])(=[O:36])[NH2:37]>>[CH2:1]([c:2]1[cH:3][cH:4][cH:5][cH:6][cH:7]1)[NH:8][c:9]1[n:10][cH:11][cH:12][c:13]2[c:14]1[cH:15][cH:16][n:17]2[CH:18]1[CH2:19][CH:20]([O:25][Si:26]([CH3:27])([CH3:28])[C:29]([CH3:30])([CH3:31])[CH3:32])[CH:21]([CH2:23][O:24][S:34](=[O:35])(=[O:36])[NH2:37])[O:22]1. Reactants: CC(C)O, COC(=O)c1cc2c(Cl)ncnc2s1. The product is COC(=O)c1cc2cncnc2s1. RXN SMILES: [CH:15]([OH:16])([CH3:17])[CH3:18].[Cl:1][c:2]1[c:3]2[c:4]([n:5][cH:6][n:7]1)[s:8][c:9]([C:11](=[O:12])[O:13][CH3:14])[cH:10]2>>[cH:2]1[c:3]2[c:4]([n:5][cH:6][n:7]1)[s:8][c:9]([C:11](=[O:12])[O:13][CH3:14])[cH:10]2. Reactants: O=P(Cl)(Cl)Cl (POCl3), NCCCO (3-aminopropanol), CN1CCOCC1 (N-methylmorpholine), Cl.ClCCNCCCl (bis(2-chloroethyl)amine hydrochloride), O=P(Cl)(Cl)Cl (POCl3). Product: C1CNP(=O)(OC1)N(CCCl)CCCl (Cyclophosphamide). Reaction SMILES: [NH2:1][CH2:2][CH2:3][CH2:4][OH:5].CN1CCOCC1.[O:13]=[P:14](Cl)(Cl)Cl.Cl.[Cl:19][CH2:20][CH2:21][NH:22][CH2:23][CH2:24][Cl:25]>>[CH2:3]1[CH2:4][O:5][P:14]([N:22]([CH2:23][CH2:24][Cl:25])[CH2:21][CH2:20][Cl:19])(=[O:13])[NH:1][CH2:2]1 |f:3.4|. Procedure: 3-aminopropanol (2.1 g, 0.028 mol) and N-methylmorpholine (12.9 eq) are placed into a three-necked flask and stirred at room temperature. After cooling the mixture in the flask, POCl3 (4.3 g, 0.028 mol) is slowly dropped into the mixture. After adding POCl3, the mixture in the flask is stirred at room temperature for 15 hours. After that, bis(2-chloroethyl)amine hydrochloride] (5 g, 0.028 mol) is added into the mixture in the flask. The mixture in the flask is heated to about 40° C. and stirred ... The reactants are C(C)(C)(C)OC(=O)N1CC(C(CC1)C)C(=O)O (1-(tert-butoxycarbonyl)-4-methylpiperidine-3-carboxylic acid), Cl (HCl), C(OCC1C2=CC=CC=C2C=2C=CC=CC12)(ON1C(CCC1=O)=O)=O ((9H-fluoren-9-yl)methyl 2,5-dioxopyrrolidin-1-yl carbonate), C(=O)(O)[O-].[Na+] (NaHCO3), Cl (HCl). Solvent: O1CCOCC1 (1,4-dioxane), O1CCOCC1 (1,4-dioxane), O (water). Run at temperature 60 celsius, time 16 hour. Yields the product C1=CC=CC=2C3=CC=CC=C3C(C12)COC(=O)N1CC(C(CC1)C)C(=O)O (1-(((9H-fluoren-9-yl)methoxy)carbonyl)-4-methylpiperidine-3-carboxylic acid). Yield: 31.9%. RXN SMILES: [C:1]([O:5][C:6]([N:8]1[CH2:13][CH2:12][CH:11]([CH3:14])[CH:10]([C:15]([OH:17])=[O:16])[CH2:9]1)=[O:7])([CH3:4])(C)C.Cl.C([O-])(O)=O.[Na+].C(=O)(ON1C(=O)CCC1=O)OCC1[C:39]2[CH:38]=[CH:37][CH:36]=[CH:35][C:34]=2[C:33]2[C:28]1=[CH:29][CH:30]=[CH:31][CH:32]=2>O1CCOCC1.O>[CH:36]1[C:35]2[CH:4]([CH2:1][O:5][C:6]([N:8]3[CH2:13][CH2:12][CH:11]([CH3:14])[CH:10]([C:15]([OH:17])=[O:16])[CH2:9]3)=[O:7])[C:28]3[C:33](=[CH:32][CH:31]=[CH:30][CH:29]=3)[C:34]=2[CH:39]=[CH:38][CH:37]=1 |f:2.3|. Procedure: To a solution of 1-(tert-butoxycarbonyl)-4-methylpiperidine-3-carboxylic acid (1.50 g, 6.17 mmol, Example #13, Step G) in 1,4-dioxane (10 mL) was added aqueous HCl (4N in 1,4-dioxane (4.62 mL, 18.5 mmol). The reaction mixture was heated at about 60° C. for about 16 h before being allowed to cool to ambient temperature. To the mixture was added NaHCO3 (2.07 g, 24.7 mmol) and water (10.0 mL) followed by (9H-fluoren-9-yl)methyl 2,5-dioxopyrrolidin-1-yl carbonate (4.16 g, 12.3 mmol). The reaction wa... Reactants: CC(=O)OC1CC2C(CCC3=CC(=O)C=CC32C)C2CCC(C(C)=O)C12C, CO, [K+], [OH-], c1ccccc1. Product: CC(=O)C1CCC2C3CCC4=CC(=O)C=CC4(C)C3CC(O)C12C. Reaction SMILES: [C:3](=[O:4])([CH3:5])[O:6][CH:7]1[CH2:8][CH:9]2[C:10]3([CH3:29])[CH:11]=[CH:12][C:13](=[O:28])[CH:14]=[C:15]3[CH2:16][CH2:17][CH:18]2[CH:19]2[CH2:20][CH2:21][CH:22]([C:23]([CH3:24])=[O:25])[C:26]12[CH3:27].[CH3:36][OH:37].[K+:2].[OH-:1].[cH:30]1[cH:31][cH:32][cH:33][cH:34][cH:35]1>>[OH:6][CH:7]1[CH2:8][CH:9]2[C:10]3([CH3:29])[CH:11]=[CH:12][C:13](=[O:28])[CH:14]=[C:15]3[CH2:16][CH2:17][CH:18]2[CH:19]2[CH2:20][CH2:21][CH:22]([C:23]([CH3:24])=[O:25])[C:26]12[CH3:27]. Reactants: C(CCCCC)N(C(=O)C1SC2=C(C=3NC4=CC=CC=C4C13)C=CC=C2)CCCCCC (N,N-dihexyl-6,11-dihydro-5-thia-11-aza-benzo[a]fluoren-6-carboxamide), [H-].[Na+] (sodium hydride), C(C)(=O)OCC (ethyl acetate), CI (methyl iodide). Run in CN(C=O)C (N,N-dimethylformamide). Yields the product C(CCCCC)N(C(=O)C1SC2=C(C=3N(C4=CC=CC=C4C13)C)C=CC=C2)CCCCCC (N,N-dihexyl-6,11-dihydro-11-methyl-5-thia-11-aza-benzo[a]fluoren-6-carboxamide). As a reaction SMILES: [CH2:1]([N:7]([CH2:27][CH2:28][CH2:29][CH2:30][CH2:31][CH3:32])[C:8]([CH:10]1[C:22]2[C:21]3[C:16](=[CH:17][CH:18]=[CH:19][CH:20]=3)[NH:15][C:14]=2[C:13]2[CH:23]=[CH:24][CH:25]=[CH:26][C:12]=2[S:11]1)=[O:9])[CH2:2][CH2:3][CH2:4][CH2:5][CH3:6].[H-].[Na+].CI.[C:37](OCC)(=O)C>CN(C)C=O>[CH2:27]([N:7]([CH2:1][CH2:2][CH2:3][CH2:4][CH2:5][CH3:6])[C:8]([CH:10]1[C:22]2[C:21]3[C:16](=[CH:17][CH:18]=[CH:19][CH:20]=3)[N:15]([CH3:37])[C:14]=2[C:13]2[CH:23]=[CH:24][CH:25]=[CH:26][C:12]=2[S:11]1)=[O:9])[CH2:28][CH2:29][CH2:30][CH2:31][CH3:32] |f:1.2|. Procedure: To a solution of 200 mg of N,N-dihexyl-6,11-dihydro-5-thia-11-aza-benzo[a]fluoren-6-carboxamide in 10 ml of N,N-dimethylformamide was added 21 mg of 60% sodium hydride/oil, followed by stirring at room temperature for an hour. To the solution was added 33 μl of methyl iodide, followed by stirring at room temperature for 5 hours. The reaction solution, after addition of ethyl acetate, was washed with water, 1 N hydrochloric acid, a saturated aqueous sodium bicarbonate solution and a saturated aqu... Reactants: BrCC(=O)C=1SC(=CC1)Cl (2-bromo-1-(5-chloro-2-thienyl)ethanone), C(CC#N)#N (malononitrile), CC(C)([O-])C.[K+] (potassium tert-butoxide). Solvent: O1CCCC1 (tetrahydrofuran), O1CCCC1 (tetrahydrofuran). The product is ClC1=CC=C(S1)C(=O)CC(C#N)C#N ([(5-Chloro-2-Thenoyl)Methyl]Malononitrile). RXN SMILES: Br[CH2:2][C:3]([C:5]1[S:6][C:7]([Cl:10])=[CH:8][CH:9]=1)=[O:4].[C:11](#[N:15])[CH2:12][C:13]#[N:14].CC(C)([O-])C.[K+]>O1CCCC1>[Cl:10][C:7]1[S:6][C:5]([C:3]([CH2:2][CH:12]([C:11]#[N:15])[C:13]#[N:14])=[O:4])=[CH:9][CH:8]=1 |f:2.3|. Procedure: A solution of 2-bromo-1-(5-chloro-2-thienyl)ethanone (11.50 g, 48 mmol) in tetrahydrofuran is added to a solution of malononitrile (3.17 g, 48 mmol) and potassium tert-butoxide (5.70 g, 51 mmol) in tetrahydrofuran at 0° C. The reaction mixture is stirred for several minutes, concentrated in vacuo, diluted with water and filtered to collect solids. Flash chromatography of the solids using silica gel and a (4:1) hexane/ethyl acetate solution gives the title compound as a yellow solid, mp 155°-158°... Reactants: 1-tert-butyl-5-(1-methyl-4-{4-[3-methyl-1-(propan-2-yl)-1H-1,2,4-triazol-5-yl]-9-oxa-3,6-diazatricyclo[8.4.0.02,6]tetradeca1(14),2,4,10,12-pentaen-12-yl}-1H-pyrazol-5-yl)-λ3,3-oxazocan-2-one, Cl (HCl), C(=O)([O-])[O-].[K+].[K+] (K2CO3). The solvent is CO (MeOH). Conditions: time 4 hour. Product: CC1=NN(C(=N1)C=1N=C2C3=CC=C(C=C3OCCN2C1)C=1C=NN(C1C1CNCCC1)C)C(C)C (4-[3-methyl-1-(propan-2-yl)-1H-1,2,4-triazol-5-yl]-12-[1-methyl-5-(piperidin-3-yl)-1H-pyrazol-4-yl]-9-oxa-3,6-diazatricyclo[8.4.0.02,6]tetradeca1(14),2,4,10,12-pentaene). Yield: 72.0%. As a reaction SMILES: C(O1C[CH2:11][CH2:10][CH:9]([C:13]2[N:17]([CH3:18])[N:16]=[CH:15][C:14]=2[C:19]2[CH:20]=[C:21]3[C:30](=[CH:31][CH:32]=2)[C:29]2[N:25]([CH:26]=[C:27]([C:33]4[N:37]([CH:38]([CH3:40])[CH3:39])[N:36]=[C:35]([CH3:41])[N:34]=4)[N:28]=2)[CH2:24][CH2:23][O:22]3)[CH2:8][NH:7][C:6]1=O)(C)(C)C.Cl.C([O-])([O-])=O.[K+].[K+]>CO>[CH3:41][C:35]1[N:34]=[C:33]([C:27]2[N:28]=[C:29]3[N:25]([CH:26]=2)[CH2:24][CH2:23][O:22][C:21]2[C:30]3=[CH:31][CH:32]=[C:19]([C:14]3[CH:15]=[N:16][N:17]([CH3:18])[C:13]=3[CH:9]3[CH2:10][CH2:11][CH2:6][NH:7][CH2:8]3)[CH:20]=2)[N:37]([CH:38]([CH3:39])[CH3:40])[N:36]=1 |f:2.3.4|. Reported procedure: To a solution of 1-tert-butyl-5-(1-methyl-4-{4-[3-methyl-1-(propan-2-yl)-1H-1,2,4-triazol-5-yl]-9-oxa-3,6-diazatricyclo[8.4.0.02,6]tetradeca1(14),2,4,10,12-pentaen-12-yl}-1H-pyrazol-5-yl)-λ3,3-oxazocan-2-one (540 mg, 0.94 mmol) in MeOH (10 mL) was added 4N HCl (2 mL). The reaction mixture was stirred at room temperature for 4 h. 1N K2CO3 (6.0 mL) was added. After concentration, the residue was purified by reverse phase Combiflash eluting with a 0-70% gradient of CH3CN in 0.3% NH4HCO3 to afford 4...